Dataset: the Open Reaction Database (ORD), a public repository of structured organic reaction records. Task: describe an organic reaction: reactants, conditions, products, and yield Reactants: CCCCBr, O=C([O-])[O-], CCOCC, CCOC(C)=O, Cl, I, [K+], [K+], [K], CN(C)C=O, CN(C)C(=O)CN(CCc1cccc(O)c1)CC1CCOC1. Yields the product Cl, CCCCOc1cccc(CCN(CC(=O)N(C)C)CC2CCOC2)c1. Reaction SMILES: [Br:23][CH2:24][CH2:25][CH2:26][CH3:27].[C:28](=[O:29])([O-:30])[O-:31].[CH2:48]([O:49][CH2:50][CH3:51])[CH3:52].[CH3:42][CH2:43][O:44][C:45]([CH3:46])=[O:47].[ClH:36].[I:34].[K+:32].[K+:33].[K:35].[O:37]=[CH:38][N:39]([CH3:40])[CH3:41].[OH:1][c:2]1[cH:3][c:4]([CH2:8][CH2:9][N:10]([CH2:11][C:12](=[O:13])[N:14]([CH3:15])[CH3:16])[CH2:17][CH:18]2[CH2:19][O:20][CH2:21][CH2:22]2)[cH:5][cH:6][cH:7]1>>[ClH:36].[O:1]([c:2]1[cH:3][c:4]([CH2:8][CH2:9][N:10]([CH2:11][C:12](=[O:13])[N:14]([CH3:15])[CH3:16])[CH2:17][CH:18]2[CH2:19][O:20][CH2:21][CH2:22]2)[cH:5][cH:6][cH:7]1)[CH2:24][CH2:25][CH2:26][CH3:27]. Starting materials: O=C([O-])[O-], COc1ccc(B(O)O)cc1OC, COCCOC, Cc1nc[nH]c1C=C1C(=O)Nc2ccc(F)c(I)c21, [Na+], [Na+], CN(C)C=O. Yields the product COc1ccc(-c2c(F)ccc3c2C(=Cc2[nH]cnc2C)C(=O)N3)cc1OC. RXN SMILES: [C:20](=[O:21])([O-:22])[O-:23].[CH3:26][O:27][c:28]1[cH:29][c:30]([B:36]([OH:37])[OH:38])[cH:31][cH:32][c:33]1[O:34][CH3:35].[CH3:44][O:45][CH2:46][CH2:47][O:48][CH3:49].[F:1][c:2]1[c:3]([I:19])[c:4]2[c:8]([cH:9][cH:10]1)[NH:7][C:6](=[O:11])[C:5]2=[CH:12][c:13]1[c:14]([CH3:18])[n:15][cH:16][nH:17]1.[Na+:24].[Na+:25].[O:39]=[CH:40][N:41]([CH3:42])[CH3:43]>>[F:1][c:2]1[c:3](-[c:30]2[cH:29][c:28]([O:27][CH3:26])[c:33]([O:34][CH3:35])[cH:32][cH:31]2)[c:4]2[c:8]([cH:9][cH:10]1)[NH:7][C:6](=[O:11])[C:5]2=[CH:12][c:13]1[c:14]([CH3:18])[n:15][cH:16][nH:17]1.